From a dataset of the Open Reaction Database (ORD), a public repository of structured organic reaction records. describe an organic reaction: reactants, conditions, products, and yield The reactants are N1C(=CC2=CC=CC=C12)CCCNC([C@H](CC)NC(C(F)(F)F)=O)=O ((S)—N-(3-(1H-indol-2-yl)propyl)-2-(2,2,2-trifluoroacetamido)butanamide), O1CCCC1 (tetrahydrofuran), CO (methanol), [OH-].[Na+] (Sodium hydroxide). Run in ClCCl (dichloromethane). Conditions: time 18 hour. Yields the product N1C(=CC2=CC=CC=C12)CCCNC([C@H](CC)N)=O ((S)—N-(3-(1H-indol-2-yl)propyl)-2-aminobutanamide). As a reaction SMILES: [NH:1]1[C:9]2[C:4](=[CH:5][CH:6]=[CH:7][CH:8]=2)[CH:3]=[C:2]1[CH2:10][CH2:11][CH2:12][NH:13][C:14](=[O:25])[C@@H:15]([NH:18]C(=O)C(F)(F)F)[CH2:16][CH3:17].O1CCCC1.CO.[OH-].[Na+]>ClCCl>[NH:1]1[C:9]2[C:4](=[CH:5][CH:6]=[CH:7][CH:8]=2)[CH:3]=[C:2]1[CH2:10][CH2:11][CH2:12][NH:13][C:14](=[O:25])[C@@H:15]([NH2:18])[CH2:16][CH3:17] |f:3.4|. Reported procedure: A 20 mL cintillation vial was charged with (S)—N-(3-(1H-indol-2-yl)propyl)-2-(2,2,2-trifluoroacetamido)butanamide (48.2 mg, 0.136 mmol), tetrahydrofuran (0.68 mL), and methanol (0.18 mL). 3N Sodium hydroxide (0.14 mL, 0.407 mmol) was added and the resulting mixture stirred at room temperature for 18 h. The resulting mixture was then diluted with dichloromethane and extracted with 1 N HCl. The aqueous layer was neutralized to pH 8 and extracted with dichlormethane. The organic layer was dried wit... The reactants are Cl (Hydrogen Chloride), CCOCC (ether), COC=1C=C2C=CC(=C(C2=CC1)OC1=CC=C(C=C1)OCCN1CCCCC1)C=1C(=CSC1)C#N (4-(6-methoxy-1-(4-(2-(piperidin-1-yl)ethoxy)phenoxy)naphthalen-2-yl)thiophene-3-carbonitrile). The solvent is ClCCl (Dichloromethane). Reaction conditions: time 10 minute. Product: Cl.COC=1C=C2C=CC(=C(C2=CC1)OC1=CC=C(C=C1)OCCN1CCCCC1)C=1C(=CSC1)C#N (4-(6-methoxy-1-(4-(2-(piperidin-1-yl)ethoxy)phenoxy)naphthalen-2-yl)thiophene-3-carbonitrile hydrochloride). Reaction SMILES: [ClH:1].CCOCC.[CH3:7][O:8][C:9]1[CH:10]=[C:11]2[C:16](=[CH:17][CH:18]=1)[C:15]([O:19][C:20]1[CH:25]=[CH:24][C:23]([O:26][CH2:27][CH2:28][N:29]3[CH2:34][CH2:33][CH2:32][CH2:31][CH2:30]3)=[CH:22][CH:21]=1)=[C:14]([C:35]1[C:36]([C:40]#[N:41])=[CH:37][S:38][CH:39]=1)[CH:13]=[CH:12]2>ClCCl>[ClH:1].[CH3:7][O:8][C:9]1[CH:10]=[C:11]2[C:16](=[CH:17][CH:18]=1)[C:15]([O:19][C:20]1[CH:21]=[CH:22][C:23]([O:26][CH2:27][CH2:28][N:29]3[CH2:34][CH2:33][CH2:32][CH2:31][CH2:30]3)=[CH:24][CH:25]=1)=[C:14]([C:35]1[C:36]([C:40]#[N:41])=[CH:37][S:38][CH:39]=1)[CH:13]=[CH:12]2 |f:4.5|. Reported procedure: Add a solution of Hydrogen Chloride in ether (1 M, 180 μL, 180.0 μmol) to a prepared solution of 4-(6-methoxy-1-(4-(2-(piperidin-1-yl)ethoxy)phenoxy)naphthalen-2-yl)thiophene-3-carbonitrile (87 mg, 179.5 μmol) in Dichloromethane (2 mL). Stir the mixture for 10 min. Concentrate the mixture to obtain the title compound (95 mg, 179 μmol). Reactants: C(C)(C)(C)OC(NCCC1=NC=2NCCCC2C=C1)=O ([2-(5,6,7,8-Tetrahydro-[1,8]naphthyridin-2-yl)-ethyl]-carbamic acid tert-butyl ester), Cl (HCl). Solvent: CCOC(=O)C (EtOAc). Reaction conditions: time 30 minute. Product: Cl.Cl.N1=C(C=CC=2CCCNC12)CCN (2-(5,6,7,8-Tetrahydro-[1,8]naphthyridin-2-yl)-ethylamine dihydrochloride). As a reaction SMILES: C(OC(=O)[NH:7][CH2:8][CH2:9][C:10]1[CH:19]=[CH:18][C:17]2[CH2:16][CH2:15][CH2:14][NH:13][C:12]=2[N:11]=1)(C)(C)C.[ClH:21]>CCOC(C)=O>[ClH:21].[ClH:21].[N:11]1[C:12]2[NH:13][CH2:14][CH2:15][CH2:16][C:17]=2[CH:18]=[CH:19][C:10]=1[CH2:9][CH2:8][NH2:7] |f:3.4.5|. Procedure details: Through a solution of 10-6 (4.0 g, 16 mmol) in EtOAc (200 mL) at 0° C. was bubbled a stream of HCl gas for 10 minutes. After an additional 30 minutes, the mixture was purged with argon for 1 h and then concentrated. The residue was dissolved in acetonitrile and concentrated to give 10-7 as a yellow solid. Reactants: CCOC(=O)C1=C(NC(=C(C1C=2C=CC=CC2Cl)C(=O)OC)C)COCCN (amlodipine), 6-{4-[3-carboxymethoxy]-3-chlorophenyl}-4,5-dihydro-3(2H)-pyridazinone, COC(=O)C1=C(NC(=C(C1C1=C(C=CC=C1)Cl)C(=O)OC)C)COCCNC(COC1=C(C=C(C=C1)C1=NNC(CC1)=O)Cl)=O (2-(2-{2-[2-Chloro-4-(6-oxo-1,4,5,6-tetrahydro-pyridazin-3-yl)-phenoxy]-acetylamino}-ethoxymethyl)-4-(2-chloro-phenyl)-6-methyl-1,4-dihydro-pyridine-3,5-dicarboxylic acid dimethyl ester). Run in C(C)(=O)OCC (ethyl acetate). Yields the product COC(=O)C=1C(C(=C(NC1C)COCCNC(COC1=C(C=C(C=C1)C1=NNC(CC1)=O)Cl)=O)C(=O)OCC)C1=C(C=CC=C1)Cl (2-(2-{2-[2-Chloro-4-(6-oxo-1,4,5,6-tetrahydro-pyridazin-3-yl)-phenoxy]-acetylamino}-ethoxymethyl)-4-(2-chloro-phenyl)-6-methyl-1,4-dihydro-pyridine-3,5-dicarboxylic acid 3-ethyl ester 5-methyl ester). As a reaction SMILES: [CH3:1][CH2:2][O:3][C:4]([C:6]1[CH:11]([C:12]2[CH:13]=[CH:14][CH:15]=[CH:16][C:17]=2[Cl:18])[C:10]([C:19]([O:21][CH3:22])=[O:20])=[C:9]([CH3:23])[NH:8][C:7]=1[CH2:24][O:25][CH2:26][CH2:27][NH2:28])=[O:5].COC(C1C(C2C=CC=CC=2Cl)C(C(OC)=O)=C(C)NC=1COCCN[C:56](=[O:73])[CH2:57][O:58][C:59]1[CH:64]=[CH:63][C:62]([C:65]2[CH2:70][CH2:69][C:68](=[O:71])[NH:67][N:66]=2)=[CH:61][C:60]=1[Cl:72])=O>C(OCC)(=O)C>[CH3:22][O:21][C:19]([C:10]1[CH:11]([C:12]2[CH:13]=[CH:14][CH:15]=[CH:16][C:17]=2[Cl:18])[C:6]([C:4]([O:3][CH2:2][CH3:1])=[O:5])=[C:7]([CH2:24][O:25][CH2:26][CH2:27][NH:28][C:56](=[O:73])[CH2:57][O:58][C:59]2[CH:64]=[CH:63][C:62]([C:65]3[CH2:70][CH2:69][C:68](=[O:71])[NH:67][N:66]=3)=[CH:61][C:60]=2[Cl:72])[NH:8][C:9]=1[CH3:23])=[O:20]. Reported procedure: 2-(2-{2-[2-Chloro-4-(6-oxo-1,4,5,6-tetrahydro-pyridazin-3-yl)-phenoxy]-acetylamino}-ethoxymethyl)-4-(2-chloro-phenyl)-6-methyl-1,4-dihydro-pyridine-3,5-dicarboxylic acid 3-ethyl ester 5-methyl ester (Compound 9) (12b) was synthesized from commercial amlodipine (5b, 1.73 g, 4.23 mmol) and 6-{4-[3-carboxymethoxy]-3-chlorophenyl}-4,5-dihydro-3(2H)-pyridazinone (11) using the same procedure as for Compound 8. Pure Compound 9 was obtained by re-crystallization from ethyl acetate (1.45 g, 51% yield, 9... Starting materials: ClC1=CC=C(C=C1)S(=O)(=O)NCCCCCC(CC(=O)OCC)CCCCC=1C=NC=CC1 (ethyl 8-(p-chlorophenyl- sulfonamido)-3-[4-(3-pyridyl)-butyl]-octanoate). The solvent is CO (methanol), [OH-].[Na+] (NaOH). Conditions: time 18 hour. The product is ClC1=CC=C(C=C1)S(=O)(=O)NCCCCCC(CC(=O)O)CCCCC=1C=NC=CC1 (8-(p-chlorophenylsulfonamido)-3-[4-(3-pyridyl)-butyl]-octanoic acid). As a reaction SMILES: [Cl:1][C:2]1[CH:7]=[CH:6][C:5]([S:8]([NH:11][CH2:12][CH2:13][CH2:14][CH2:15][CH2:16][CH:17]([CH2:24][CH2:25][CH2:26][CH2:27][C:28]2[CH:29]=[N:30][CH:31]=[CH:32][CH:33]=2)[CH2:18][C:19]([O:21]CC)=[O:20])(=[O:10])=[O:9])=[CH:4][CH:3]=1>CO.[OH-].[Na+]>[Cl:1][C:2]1[CH:3]=[CH:4][C:5]([S:8]([NH:11][CH2:12][CH2:13][CH2:14][CH2:15][CH2:16][CH:17]([CH2:24][CH2:25][CH2:26][CH2:27][C:28]2[CH:29]=[N:30][CH:31]=[CH:32][CH:33]=2)[CH2:18][C:19]([OH:21])=[O:20])(=[O:9])=[O:10])=[CH:6][CH:7]=1 |f:2.3|. Procedure: A solution of 0.7 g of ethyl 8-(p-chlorophenyl- sulfonamido)-3-[4-(3-pyridyl)-butyl]-octanoate, in a mixture of 50 mL of methanol and 100 mL of 1N aqueous NaOH is stirred at room temperature for 18 hours. The reaction mixture is then concentrated to remove the methanol. The product is neutralized with dilute aqueous hydrochloric acid, and the aqueous solution extracted with ethyl acetate. The ethyl acetate extract is dried over magnesium sulfate, filtered and concentrated to give 8-(p-chlorophen... Reactants: ClC(Cl)(Cl)Cl, C=C(C)C, O, O=S(=O)(O)O, c1ccc(C2CCNC2)cc1. Product: CC(C)(C)c1ccc(C2CCNC2)cc1. RXN SMILES: [C:22]([Cl:23])([Cl:24])([Cl:25])[Cl:26].[CH3:17][C:18]([CH3:19])=[CH2:20].[OH2:21].[S:1](=[O:2])(=[O:3])([OH:4])[OH:5].[c:6]1([CH:12]2[CH2:13][NH:14][CH2:15][CH2:16]2)[cH:7][cH:8][cH:9][cH:10][cH:11]1>>[c:6]1([CH:12]2[CH2:13][NH:14][CH2:15][CH2:16]2)[cH:7][cH:8][c:9]([C:18]([CH3:17])([CH3:19])[CH3:20])[cH:10][cH:11]1. Starting materials: CCOC(=O)c1ccc(OCC)c(OCCc2ccc(Cl)cc2Cl)c1, Cl, [Na+], C1COCCO1, [OH-], O. Yields the product CCOc1ccc(C(=O)O)cc1OCCc1ccc(Cl)cc1Cl. RXN SMILES: [CH2:1]([CH3:2])[O:3][C:4]([c:5]1[cH:6][c:7]([O:14][CH2:15][CH2:16][c:17]2[c:18]([Cl:24])[cH:19][c:20]([Cl:23])[cH:21][cH:22]2)[c:8]([O:11][CH2:12][CH3:13])[cH:9][cH:10]1)=[O:25].[ClH:29].[Na+:27].[O:30]1[CH2:31][CH2:32][O:33][CH2:34][CH2:35]1.[OH-:26].[OH2:28]>>[O:3]=[C:4]([c:5]1[cH:6][c:7]([O:14][CH2:15][CH2:16][c:17]2[c:18]([Cl:24])[cH:19][c:20]([Cl:23])[cH:21][cH:22]2)[c:8]([O:11][CH2:12][CH3:13])[cH:9][cH:10]1)[OH:25]. Reactants: ClC1=C(C(=O)O)C=CC=N1 (2-chloronicotinic acid), CN(C)C=O (DMF), S(=O)(Cl)Cl (thionyl chloride). Conditions: temperature 70 celsius. Yields the product ClC1=C(C(=O)Cl)C=CC=N1 (2-chloronicotinoyl chloride). Reaction SMILES: [Cl:1][C:2]1[N:10]=[CH:9][CH:8]=[CH:7][C:3]=1[C:4](O)=[O:5].CN(C=O)C.S(Cl)([Cl:18])=O>>[Cl:1][C:2]1[N:10]=[CH:9][CH:8]=[CH:7][C:3]=1[C:4]([Cl:18])=[O:5]. Procedure details: To 2-chloronicotinic acid (15.7 g, 100 mmol) in thionyl chloride (50 mL) was added DMF (0.2 mL), heated to 70° C. and reacted for 3 h. After reaction was complete, solvent was removed by distillation to obtain crude product 17.5 g. The reactants are ClC=1N=CC(=NC1)O (5-chloropyrazin-2-ol), OCC(C(=O)OC(C)(C)C)(C)C (tert-butyl hydroxypivalate). Product: ClC=1N=CC(=NC1)OCC(C(=O)OC(C)(C)C)(C)C (tert-butyl 3-[(5-chloropyrazin-2-yl)oxy]-2,2-dimethylpropanoate). Isolated yield 84.2%. RXN SMILES: [Cl:1][C:2]1[N:3]=[CH:4][C:5]([OH:8])=[N:6][CH:7]=1.O[CH2:10][C:11]([CH3:20])([CH3:19])[C:12]([O:14][C:15]([CH3:18])([CH3:17])[CH3:16])=[O:13]>>[Cl:1][C:2]1[N:3]=[CH:4][C:5]([O:8][CH2:10][C:11]([CH3:20])([CH3:19])[C:12]([O:14][C:15]([CH3:18])([CH3:17])[CH3:16])=[O:13])=[N:6][CH:7]=1. Reported procedure: By using 5-chloropyrazin-2-ol (700 mg) and tert-butyl hydroxypivalate (1402 mg), the procedure was carried out in the same manner as in Example 1-1) to obtain tert-butyl 3-[(5-chloropyrazin-2-yl)oxy]-2,2-dimethylpropanoate (1294.5 mg). Starting materials: Cl (hydrochloric acid), COC1=CC=C(CCl)C=C1 (4-methoxybenzyl chloride), N[C@@H](CS)C(=O)O (L-cysteine), [OH-].[Na+] (sodium hydroxide), Cl (hydrochloric acid). Solvent: C(C)OCC (diethyl ether), C(C)O (ethanol), C(C)OCC (diethyl ether). Reaction conditions: temperature 0 celsius, time 1 hour. The product is N[C@H](C(=O)O)CSCC1=CC=C(C=C1)OC ((R)-2-amino-3-(4-methoxy-benzylsulfanyl)-propionic acid). Yield: 63.7%. RXN SMILES: Cl.[CH3:2][O:3][C:4]1[CH:11]=[CH:10][C:7]([CH2:8]Cl)=[CH:6][CH:5]=1.[NH2:12][C@H:13]([C:16]([OH:18])=[O:17])[CH2:14][SH:15].[OH-].[Na+]>C(OCC)C.C(O)C>[NH2:12][C@@H:13]([CH2:14][S:15][CH2:8][C:7]1[CH:10]=[CH:11][C:4]([O:3][CH3:2])=[CH:5][CH:6]=1)[C:16]([OH:18])=[O:17] |f:3.4|. Procedure details: To a mixed solution of diethyl ether (400 ml) and conc. hydrochloric acid (400 ml) was added in drops 4-methoxybenzyl chloride (280 g, 1780 mmol) dissolved in diethyl ether (400 ml) for 2 h, and the mixture was stirred for 1 h. The organic layer was separated and added to a solution which was prepared by dissolving L-cysteine (197 g, 1625 mmol) and 2N aqueous sodium hydroxide solution (980 ml) in ethanol (1890 ml). The mixture was stirred for 2 h at room temperature. After completion of the reac...